From a dataset of the Open Reaction Database (ORD), a public repository of structured organic reaction records. describe an organic reaction: reactants, conditions, products, and yield Starting materials: C1(\C=C/C(=O)O1)=O (maleic anhydride). Reagents/catalysts: [Nb] (niobium), [Nb] (niobium). Product: CCCC (Butane), C1(\C=C/C(=O)O1)=O (maleic anhydride). Reaction SMILES: [C:1]1(=[O:7])[O:6][C:4](=[O:5])[CH:3]=[CH:2]1>[Nb]>[CH3:1][CH2:2][CH2:3][CH3:4].[C:4]1(=[O:5])[O:6][C:1](=[O:7])[CH:2]=[CH:3]1. Procedure details: A fresh sample of niobium promoted VPO catalyst (prepared similarly to the other VPO catalyst used herein but with niobium added during the catalyst preparation) was tested in a 1.5″ diameter steel fluidized bed reactor to determine maleic anhydride yield. The sample was tested at the conditions. Butane conversion and maleic anhydride yield was as listed in Table 1. Note that the yield is higher than for the catalysts in Comparative Examples 2-5. The reactants are CC(C)Br, [H-], [Na+], CN(C)C=O, COc1cc2oc(=O)c(CCO)c(C)c2cc1O. Yields the product COc1cc2oc(=O)c(CCO)c(C)c2cc1OC(C)C. As a reaction SMILES: [Br:21][CH:22]([CH3:23])[CH3:24].[H-:19].[Na+:20].[O:25]=[CH:26][N:27]([CH3:28])[CH3:29].[OH:1][c:2]1[c:3]([O:17][CH3:18])[cH:4][c:5]2[c:6]([c:7]([CH3:15])[c:8]([CH2:12][CH2:13][OH:14])[c:9](=[O:11])[o:10]2)[cH:16]1>>[O:1]([c:2]1[c:3]([O:17][CH3:18])[cH:4][c:5]2[c:6]([c:7]([CH3:15])[c:8]([CH2:12][CH2:13][OH:14])[c:9](=[O:11])[o:10]2)[cH:16]1)[CH:22]([CH3:23])[CH3:24]. Reaction conditions: temperature 70 celsius. Product: N1=CC=CC2=C1NC1=CC=C(C=C21)C=2N=C(SC2)N (4-(9H-pyrido[2,3-b]indol-6-yl)thiazol-2-amine). Procedure details: To a stirred suspension of 2-Bromo-1-(9H-pyrido[2,3-b]indol-6-yl)ethanone (100 mg, 0.346 mmol) in EtOH (2 mL) was added thiourea (26 mg, 1 equiv.) and the mixture was heated at 70° C. for 2 h. After cooling to room temperature, the solvent was evaporated to dryness. The resulting solid was stirred in a mixture of EtOAc/saturated aqueous NaHCO3 solution (2:1) until dissolution, and then extracted with EtOAc. The organic layer was washed with brine, dried over anhydrous MgSO4, filtered, and the so... Reaction SMILES: Br[CH2:2][C:3]([C:5]1[CH:6]=[C:7]2[C:11](=[CH:12][CH:13]=1)[NH:10][C:9]1[N:14]=[CH:15][CH:16]=[CH:17][C:8]2=1)=O.[NH2:18][C:19]([NH2:21])=[S:20]>CCO>[N:14]1[C:9]2[NH:10][C:11]3[C:7]([C:8]=2[CH:17]=[CH:16][CH:15]=1)=[CH:6][C:5]([C:3]1[N:18]=[C:19]([NH2:21])[S:20][CH:2]=1)=[CH:13][CH:12]=3. Solvent: CCO (EtOH). Starting materials: BrCC(=O)C=1C=C2C3=C(NC2=CC1)N=CC=C3 (2-Bromo-1-(9H-pyrido[2,3-b]indol-6-yl)ethanone), NC(=S)N (thiourea). The yield is 99.0%.